From a dataset of the Open Reaction Database (ORD), a public repository of structured organic reaction records. describe an organic reaction: reactants, conditions, products, and yield The reactants are C1CNCCN1, O=S(=O)(c1ccccc1)c1ccc(Cl)cn1, c1ccncc1. Yields the product O=S(=O)(c1ccccc1)c1ccc(N2CCNCC2)cn1. As a reaction SMILES: [CH2:17]1[CH2:18][NH:19][CH2:20][CH2:21][NH:22]1.[c:1]1([S:7](=[O:8])(=[O:9])[c:10]2[n:11][cH:12][c:13]([Cl:16])[cH:14][cH:15]2)[cH:2][cH:3][cH:4][cH:5][cH:6]1.[cH:23]1[cH:24][cH:25][n:26][cH:27][cH:28]1>>[c:1]1([S:7](=[O:8])(=[O:9])[c:10]2[n:11][cH:12][c:13]([N:19]3[CH2:18][CH2:17][NH:22][CH2:21][CH2:20]3)[cH:14][cH:15]2)[cH:2][cH:3][cH:4][cH:5][cH:6]1. The reactants are ClCCOCC(=O)O (2-Chloroethoxyacetic acid), OS(=O)(=O)O (H2SO4), C(C)O (ethanol). The product is C(C)OC(COCCCl)=O (Ethyl-2-chloroethoxyacetate). Yield: 89.0%. As a reaction SMILES: [Cl:1][CH2:2][CH2:3][O:4][CH2:5][C:6]([OH:8])=[O:7].OS(O)(=O)=O.[CH2:14](O)[CH3:15]>>[CH2:14]([O:7][C:6](=[O:8])[CH2:5][O:4][CH2:3][CH2:2][Cl:1])[CH3:15]. Procedure: 54.1 g (390 mmol) M24 obtained from the preceding reaction step was dissolved in 380 ml absolute ethanol and 9 ml conc. H2SO4 was added. The mixture was heated at reflux for 18 hours. Most of the ethanol was evaporated and the residue was dissolved in 400 ml CHCl3/100 ml water and basified with powder NaHCO3. The organic phase was washed with 2×400 ml saturated NaHCO3 and dried over Na2SO4. The solvent was evaporated to afford 58.3 g clear oil (yield: 89%). Reactants: O.NN (hydrazine hydrate), ClC1=CC(=C(C=C1OC(C)C)NC1CCN(CC1)C(=O)OC(C)(C)C)[N+](=O)[O-] (1,1-dimethylethyl 4-({4-chloro-5-[(1-methylethyl)oxy]-2-nitrophenyl}amino)-1-piperidinecarboxylate). The reagents and catalysts are [Ni] (Raney Nickel). Run in C(C)O (ethanol), C(C)O (ethanol). Reaction conditions: temperature 45 celsius. The product is NC1=C(C=C(C(=C1)Cl)OC(C)C)NC1CCN(CC1)C(=O)OC(C)(C)C (1,1-Dimethylethyl 4-({2-amino-4-chloro-5-[(1-methylethyl)oxy]phenyl}amino)-1-piperidinecarboxylate). Isolated yield 82.7%. As a reaction SMILES: [Cl:1][C:2]1[C:7]([O:8][CH:9]([CH3:11])[CH3:10])=[CH:6][C:5]([NH:12][CH:13]2[CH2:18][CH2:17][N:16]([C:19]([O:21][C:22]([CH3:25])([CH3:24])[CH3:23])=[O:20])[CH2:15][CH2:14]2)=[C:4]([N+:26]([O-])=O)[CH:3]=1.O.NN>C(O)C.[Ni]>[NH2:26][C:4]1[CH:3]=[C:2]([Cl:1])[C:7]([O:8][CH:9]([CH3:11])[CH3:10])=[CH:6][C:5]=1[NH:12][CH:13]1[CH2:18][CH2:17][N:16]([C:19]([O:21][C:22]([CH3:24])([CH3:23])[CH3:25])=[O:20])[CH2:15][CH2:14]1 |f:1.2|. Procedure details: A solution of 1,1-dimethylethyl 4-({4-chloro-5-[(1-methylethyl)oxy]-2-nitrophenyl}amino)-1-piperidinecarboxylate (D84, 260 mg, 0.63 mmol) in ethanol (40 ml) was treated with Raney Nickel followed by dropwise addition over 10 minutes of a solution of hydrazine hydrate (0.315 ml, 6.3 mmol) in ethanol. The mixture was heated at 45° C. for 1 hr, then the Raney Nickel was filtered off washing with ethanol and the filtrate concentrated under vacuum to afford the title compound as a purple coloured oil... Yields the product COC(=O)c1ccc(C(c2ccc(Cl)cc2)N2CC(O)C2)cc1. Starting materials: BrCC1CO1, O=C([O-])O, CCO, COC(=O)c1ccc(C(N)c2ccc(Cl)cc2)cc1, [Na+]. Reaction SMILES: [Br:25][CH2:26][CH:27]1[CH2:28][O:29]1.[C:1](=[O:2])([O-:3])[OH:4].[CH3:30][CH2:31][OH:32].[NH2:6][CH:7]([c:8]1[cH:9][cH:10][c:11]([C:12](=[O:13])[O:14][CH3:15])[cH:16][cH:17]1)[c:18]1[cH:19][cH:20][c:21]([Cl:24])[cH:22][cH:23]1.[Na+:5]>>[N:6]1([CH:7]([c:8]2[cH:9][cH:10][c:11]([C:12](=[O:13])[O:14][CH3:15])[cH:16][cH:17]2)[c:18]2[cH:19][cH:20][c:21]([Cl:24])[cH:22][cH:23]2)[CH2:26][CH:27]([OH:29])[CH2:28]1. Reactants: O=C(NC(COCC1CCNCC1)c1ccccc1)c1ccc2c(Cl)c[nH]c2c1, Cl, O=C1CCCC1. Product: O=C(NC(COCC1CCN(C2CCCC2)CC1)c1ccccc1)c1ccc2c(Cl)c[nH]c2c1. RXN SMILES: [Cl:2][c:3]1[cH:4][nH:5][c:6]2[cH:7][c:8]([C:12](=[O:13])[NH:14][CH:15]([CH2:16][O:17][CH2:18][CH:19]3[CH2:20][CH2:21][NH:22][CH2:23][CH2:24]3)[c:25]3[cH:26][cH:27][cH:28][cH:29][cH:30]3)[cH:9][cH:10][c:11]12.[ClH:1].[O:31]=[C:32]1[CH2:33][CH2:34][CH2:35][CH2:36]1>>[Cl:2][c:3]1[cH:4][nH:5][c:6]2[cH:7][c:8]([C:12](=[O:13])[NH:14][CH:15]([CH2:16][O:17][CH2:18][CH:19]3[CH2:20][CH2:21][N:22]([CH:32]4[CH2:33][CH2:34][CH2:35][CH2:36]4)[CH2:23][CH2:24]3)[c:25]3[cH:26][cH:27][cH:28][cH:29][cH:30]3)[cH:9][cH:10][c:11]12. Reactants: ClC=1C(=NC=NC1Cl)N (5,6-dichloropyrimidin-4-amine), NC1CCC12CCN(CC2)C(=O)OC(C)(C)C (tert-butyl 1-amino-7-azaspiro[3.5]nonane-7-carboxylate), O(C1=CC=CC=C1)C1=CC=C(C=C1)B(O)O ((4-phenoxyphenyl)boronic acid), C(C=C)(=O)Cl (acryloyl chloride). Product: NC1=C(C(=NC=N1)NC1CCC12CCN(CC2)C(C=C)=O)C2=CC=C(C=C2)OC2=CC=CC=C2 (1-(1-((6-amino-5-(4-phenoxyphenyl)pyrimidin-4-yl)amino)-7-azaspiro[3.5]nonan-7-yl)prop-2-en-1-one). Reaction SMILES: Cl[C:2]1[C:3]([NH2:9])=[N:4][CH:5]=[N:6][C:7]=1Cl.[NH2:10][CH:11]1[C:14]2([CH2:19][CH2:18][N:17]([C:20]([O:22]C(C)(C)C)=O)[CH2:16][CH2:15]2)[CH2:13][CH2:12]1.[O:27]([C:34]1[CH:39]=[CH:38][C:37](B(O)O)=[CH:36][CH:35]=1)[C:28]1[CH:33]=[CH:32][CH:31]=[CH:30][CH:29]=1.[C:43](Cl)(=O)[CH:44]=C>>[NH2:9][C:3]1[N:4]=[CH:5][N:6]=[C:7]([NH:10][CH:11]2[C:14]3([CH2:15][CH2:16][N:17]([C:20](=[O:22])[CH:43]=[CH2:44])[CH2:18][CH2:19]3)[CH2:13][CH2:12]2)[C:2]=1[C:31]1[CH:32]=[CH:33][C:28]([O:27][C:34]2[CH:39]=[CH:38][CH:37]=[CH:36][CH:35]=2)=[CH:29][CH:30]=1. Reported procedure: 1-(1-((6-amino-5-(4-phenoxyphenyl)pyrimidin-4-yl)amino)-7-azaspiro[3.5]nonan-7-yl)prop-2-en-1-one was prepared from 5,6-dichloropyrimidin-4-amine, tert-butyl 1-amino-7-azaspiro[3.5]nonane-7-carboxylate, (4-phenoxyphenyl)boronic acid and acryloyl chloride according to general scheme 3 using methods S1, S2, S3, and S4C. HPLC purity: 99%. MS: m/z=456 [M+H]+. 1H NMR (CD3OD) δ 8.24 (s, 1H), 7.11-7.50 (m, 9H), 6.73 (m, 1H), 6.18 (d, 1H), 5.71 (d, 1H), 4.53 (m, 1H), 4.21 (m, 1H), 3.83 (m, 1H), 3.18 (m,... Reactants: [H-].[Na+] (sodium hydride), OC1=CC(=CC=2C(CCC(C12)(C)C)(C)C)C=O (4-hydroxy-5,5,8,8-tetramethyl-5,6,7,8-tetrahydronaphthalene-2-carbaldehyde), COCCCl (2-methoxyethyl chloride). The solvent is CN(C)C=O (DMF). Conditions: time 1 hour. Yields the product CC1(C=2C(=CC(=CC2C(CC1)(C)C)C=O)OCCOC)C (5,5,8,8-Tetramethyl-4-(2-methoxyethoxy)-5,6,7,8-tetrahydronaphthalene-2-carbaldehyde). Yield: 95.0%. As a reaction SMILES: [OH:1][C:2]1[C:11]2[C:10]([CH3:13])([CH3:12])[CH2:9][CH2:8][C:7]([CH3:15])([CH3:14])[C:6]=2[CH:5]=[C:4]([CH:16]=[O:17])[CH:3]=1.[H-].[Na+].[CH3:20][O:21][CH2:22][CH2:23]Cl>CN(C=O)C>[CH3:13][C:10]1([CH3:12])[CH2:9][CH2:8][C:7]([CH3:15])([CH3:14])[C:6]2[CH:5]=[C:4]([CH:16]=[O:17])[CH:3]=[C:2]([O:1][CH2:23][CH2:22][O:21][CH3:20])[C:11]1=2 |f:1.2|. Procedure details: 34 g (148 mmol) of 4-hydroxy-5,5,8,8-tetramethyl-5,6,7,8-tetrahydronaphthalene-2-carbaldehyde are dissolved in 400 mL of anhydrous DMF. 7.2 g (178 mmol) of 60% sodium hydride are then added portionwise, and the reaction medium is stirred for 1 hour. 16.5 mL (178 mmol) of 2-methoxyethyl chloride are added dropwise, and the medium is stirred at room temperature for 2 hours and then hydrolysed and extracted with ethyl ether. The organic phase is washed with 1N sodium hydroxide solution and then thr...